This data is from the Open Reaction Database (ORD), a public repository of structured organic reaction records. The task is: describe an organic reaction: reactants, conditions, products, and yield Starting materials: BrC1=CC(=C(C#N)C=C1)F (4-bromo-2-fluorobenzonitrile), C9H9BrFN, C(C)[Mg]Br (ethylmagnesium bromide), B(F)(F)F (BF3). Reagents/catalysts: CC([O-])C.[Ti+4].CC([O-])C.CC([O-])C.CC([O-])C (titanium (IV) isopropoxide). Solvent: C1CCOC1 (THF). Run at temperature 0 celsius, time 10 minute. Yields the product BrC1=CC(=C(C=C1)C1(CC1)N)F (1-(4-bromo-2-fluorophenyl)cyclopropanamine). RXN SMILES: [Br:1][C:2]1[CH:9]=[CH:8][C:5]([C:6]#[N:7])=[C:4]([F:10])[CH:3]=1.[CH2:11]([Mg]Br)[CH3:12].B(F)(F)F>C1COCC1.CC(C)[O-].[Ti+4].CC(C)[O-].CC(C)[O-].CC(C)[O-]>[Br:1][C:2]1[CH:9]=[CH:8][C:5]([C:6]2([NH2:7])[CH2:12][CH2:11]2)=[C:4]([F:10])[CH:3]=1 |f:4.5.6.7.8|. Procedure details: To a cooled solution of 4-bromo-2-fluorobenzonitrile (432 mg, 2.16 mmol) in THF (10 mL) at −78° C., was added titanium (IV) isopropoxide (0.7 mL, 2.4 mmol). After stirring for 10 minutes, ethylmagnesium bromide (1M, 4.75 mL, 4.75 mmol) was added and the reaction mixture warmed to 0° C. and then to rt. BF3.OEt (0.53 mL, 4.32 mmol) was then added and the reaction mixture stirred for an additional 1 h at rt. The reaction was quenched with saturated NH4Cl and NaOH (1N). Extraction with EtOAc, and dr... The reactants are C1[C@H]([C@@H]2[C@H](O1)[C@H](CO2)O)O (isosorbide), C(C(=C)CC(=O)O)(=O)O (itaconic acid). The reagents and catalysts are C(CCC)[Sn](CCCC)=O (dibutyl tin oxide). Reaction conditions: temperature 120 celsius, time 20 hour. Yields the product C1[C@H]([C@@H]2[C@H](O1)[C@H](CO2)O)O.C(C(=C)CC(=O)O)(=O)O (Isosorbide Itaconic Acid). Yield: 94.5%. Reaction SMILES: [CH2:1]1[O:5][C@@H:4]2[C@@H:6]([OH:9])[CH2:7][O:8][C@@H:3]2[C@@H:2]1[OH:10].[C:11]([OH:19])(=[O:18])[C:12]([CH2:14][C:15]([OH:17])=[O:16])=[CH2:13]>C([Sn](=O)CCCC)CCC>[CH2:1]1[O:5][C@@H:4]2[C@@H:6]([OH:9])[CH2:7][O:8][C@@H:3]2[C@@H:2]1[OH:10].[C:11]([OH:19])(=[O:18])[C:12]([CH2:14][C:15]([OH:17])=[O:16])=[CH2:13] |f:3.4|. Procedure: To a 3-neck 250 mL round-bottomed flask equipped with a dean stark trap and a condenser was added isosorbide (40.0 g, 273.9 mmol, obtained from Archer Daniels, Midland, Ill.), itaconic acid (32.39 g, 248.9 mmol, obtained from Sigma-Aldrich), and FASCAT 4201 dibutyl tin oxide catalyst (0.07 g, 0.1 wt %, obtained from Arkema Inc.). The mixture was slowly heated under argon to 120° C., during which time the reagents melted. The temperature was then raised to 180° C., and condensation began around 1...